Dataset: the Open Reaction Database (ORD), a public repository of structured organic reaction records. Task: describe an organic reaction: reactants, conditions, products, and yield Reactants: CI, Cc1cc(N2CCC(C)(NC(N)=S)CC2)ncn1, CCO. Yields the product CSC(=N)NC1(C)CCN(c2cc(C)ncn2)CC1, I. Reaction SMILES: [CH3:19][I:20].[CH3:1][C:2]1([NH:15][C:16](=[S:17])[NH2:18])[CH2:3][CH2:4][N:5]([c:8]2[n:9][cH:10][n:11][c:12]([CH3:14])[cH:13]2)[CH2:6][CH2:7]1.[CH3:21][CH2:22][OH:23]>>[CH3:1][C:2]1([NH:15][C:16]([S:17][CH3:19])=[NH:18])[CH2:3][CH2:4][N:5]([c:8]2[n:9][cH:10][n:11][c:12]([CH3:14])[cH:13]2)[CH2:6][CH2:7]1.[IH:20]. The product is NCCC=1C=[N+](C=C(C1)Cl)[O-] (3-(2-Aminoethyl)-5-chloropyridine 1-oxide). Solvent: C(Cl)Cl (DCM). Reactants: C(C)(C)(C)OC(=O)NCCC=1C=[N+](C=C(C1)Cl)[O-] (3-(2-((tert-butoxycarbonyl)amino)ethyl)-5-chloropyridine 1-oxide), C(=O)(C(F)(F)F)O (TFA). Procedure: To a solution of 3-(2-((tert-butoxycarbonyl)amino)ethyl)-5-chloropyridine 1-oxide (90 mg, crude) in DCM (3 mL) was added TFA (1.5 mL) at 0° C. The resulting reaction mixture was stirred at room temperature for 1.5 h. The reaction mixture was concentrated to afford the crude title product, which was used directly in the next step without further purification (80 mg, crude). MS (ESI) m/z 173.1 [M+H]+. Conditions: time 1.5 hour. Reaction SMILES: C(OC([NH:8][CH2:9][CH2:10][C:11]1[CH:12]=[N+:13]([O-:18])[CH:14]=[C:15]([Cl:17])[CH:16]=1)=O)(C)(C)C.C(O)(C(F)(F)F)=O>C(Cl)Cl>[NH2:8][CH2:9][CH2:10][C:11]1[CH:12]=[N+:13]([O-:18])[CH:14]=[C:15]([Cl:17])[CH:16]=1. Starting materials: CC(O[Si](C)(C)C(C)(C)C)c1ccc2ccc3ncc(Cl)cc3c(=O)c2c1, CCCC[N+](CCCC)(CCCC)CCCC, [F-], C1CCOC1. Product: CC(O)c1ccc2ccc3ncc(Cl)cc3c(=O)c2c1. RXN SMILES: [C:1]([Si:2]([CH3:3])([CH3:4])[O:6][CH:7]([CH3:8])[c:9]1[cH:10][cH:11][c:12]2[c:13]([c:14](=[O:24])[c:15]3[c:16]([n:17][cH:18][c:19]([Cl:21])[cH:20]3)[cH:22][cH:23]2)[cH:25]1)([CH3:5])([CH3:26])[CH3:27].[CH3:29][CH2:30][CH2:31][CH2:32][N+:33]([CH2:34][CH2:35][CH2:36][CH3:37])([CH2:38][CH2:39][CH2:40][CH3:41])[CH2:42][CH2:43][CH2:44][CH3:45].[F-:28].[O:46]1[CH2:47][CH2:48][CH2:49][CH2:50]1>>[OH:6][CH:7]([CH3:8])[c:9]1[cH:10][cH:11][c:12]2[c:13]([c:14](=[O:24])[c:15]3[c:16]([n:17][cH:18][c:19]([Cl:21])[cH:20]3)[cH:22][cH:23]2)[cH:25]1. Starting materials: ONC(C1=CC=C(C=C1)CO)=N (N-hydroxy-4-(hydroxymethyl)benzimidamide), NC1=C(C=NN1C1=CC=CC=C1)C(=O)O (5-Amino-1-phenyl-1H-pyrazole-4-carboxylic acid), C=1C=CC2=C(C1)N=NN2O (HOBt), CCN=C=NCCCN(C)C (EDCI), initial precipitate. Run in CN(C)C=O (DMF), O (water). Reaction conditions: time 30 minute. The product is NC1=C(C=NN1C1=CC=CC=C1)C1=NC(=NO1)C1=CC=C(C=C1)CO ((4-(5-(5-amino-1-phenyl-1H-pyrazol-4-yl)-1,2,4-oxadiazol-3-yl)phenyl)methanol). Yield: 45.7%. As a reaction SMILES: [NH2:1][C:2]1[N:6]([C:7]2[CH:12]=[CH:11][CH:10]=[CH:9][CH:8]=2)[N:5]=[CH:4][C:3]=1[C:13]([OH:15])=O.C1C=CC2N(O)N=NC=2C=1.CCN=C=NCCCN(C)C.O[NH:38][C:39](=[NH:48])[C:40]1[CH:45]=[CH:44][C:43]([CH2:46][OH:47])=[CH:42][CH:41]=1>CN(C=O)C.O>[NH2:1][C:2]1[N:6]([C:7]2[CH:8]=[CH:9][CH:10]=[CH:11][CH:12]=2)[N:5]=[CH:4][C:3]=1[C:13]1[O:15][N:48]=[C:39]([C:40]2[CH:45]=[CH:44][C:43]([CH2:46][OH:47])=[CH:42][CH:41]=2)[N:38]=1. Reported procedure: 5-Amino-1-phenyl-1H-pyrazole-4-carboxylic acid (1.8 g, 8.86 mmol), HOBt (1.357 g, 8.86 mmol) and EDCI (1.698 g, 8.86 mmol) were dissolved in DMF (12 mL) under nitrogen at room temperature. The resulting clear, pale yellow solution was stirred for 30 minutes then N-hydroxy-4-(hydroxymethyl)benzimidamide (1.472 g, 8.86 mmol) was added in several portions. The reaction was placed in an oil bath set to 130° C. After 4 hours, the solution was cooled to RT and then added to rapidly stirring water (50 ... Starting materials: C[Si](C)(C)[N-][Si](C)(C)C.[K+] (KHMDS), [NH4+].[Cl-] (NH4Cl), C(C)(C)(C)OC(=O)N(C(OC(C)(C)C)=O)C1=N[C@](CS(C1(C)C)(=O)=O)(C)C1=C(C=CC(=C1)[N+](=O)[O-])F (tert-butyl N-tert-butoxycarbonyl-N-[(3R)-3-(2-fluoro-5-nitro-phenyl)-3,6,6-trimethyl-1,1-dioxo-2H-1,4-thiazin-5-yl]carbamate), C(C=C)Br (Allyl bromide). Solvent: C1CCOC1 (THF), C1CCOC1 (THF). Conditions: time 45 minute. The product is C(C=C)C1S(C(C(=N[C@]1(C)C1=C(C=CC(=C1)[N+](=O)[O-])F)N(C(OC(C)(C)C)=O)C(=O)OC(C)(C)C)(C)C)(=O)=O (tert-butyl N-[(3R)-2-allyl-3-(2-fluoro-5-nitro-phenyl)-3,6,6-trimethyl-1,1-dioxo-2H-1,4-thiazin-5-yl]-N-tert-butoxycarbonyl-carbamate). Yield: 94.3%. RXN SMILES: [C:1]([O:5][C:6]([N:8]([C:16]1[C:21]([CH3:23])([CH3:22])[S:20](=[O:25])(=[O:24])[CH2:19][C@:18]([C:27]2[CH:32]=[C:31]([N+:33]([O-:35])=[O:34])[CH:30]=[CH:29][C:28]=2[F:36])([CH3:26])[N:17]=1)[C:9](=[O:15])[O:10][C:11]([CH3:14])([CH3:13])[CH3:12])=[O:7])([CH3:4])([CH3:3])[CH3:2].C[Si]([N-][Si](C)(C)C)(C)C.[K+].[CH2:47](Br)[CH:48]=[CH2:49].[NH4+].[Cl-]>C1COCC1>[CH2:49]([CH:19]1[C@:18]([C:27]2[CH:32]=[C:31]([N+:33]([O-:35])=[O:34])[CH:30]=[CH:29][C:28]=2[F:36])([CH3:26])[N:17]=[C:16]([N:8]([C:6]([O:5][C:1]([CH3:2])([CH3:3])[CH3:4])=[O:7])[C:9](=[O:15])[O:10][C:11]([CH3:12])([CH3:13])[CH3:14])[C:21]([CH3:23])([CH3:22])[S:20]1(=[O:25])=[O:24])[CH:48]=[CH2:47] |f:1.2,4.5|. Procedure: A 3-necked RBF equipped with a mechanical stirrer, Claisen adapter with thermocouple and a nitrogen inlet was charged with tert-butyl N-tert-butoxycarbonyl-N-[(3R)-3-(2-fluoro-5-nitro-phenyl)-3,6,6-trimethyl-1,1-dioxo-2H-1,4-thiazin-5-yl]carbamate (8.8 g, 16.62 mmol) and THF (80 mL). The yellow solution was cooled to Tinternal−72+/−1° C. using a dry ice/IPA bath. KHMDS, 1M in THF (24.93 mL, 24.93 mmol) was added dropwise via cannula over ˜15 min keeping Tinternal<−72+/−1° C. The reaction mixture...